Task: describe an organic reaction: reactants, conditions, products, and yield. Dataset: the Open Reaction Database (ORD), a public repository of structured organic reaction records Starting materials: CC(C)(Br)C(=O)O, CN(C)C=O, Cl, [H-], [H][H], [Na+], S=c1[nH]c2ccccc2cc1-c1ccccc1. Product: CC(C)(Sc1nc2ccccc2cc1-c1ccccc1)C(=O)O. RXN SMILES: [Br:22][C:23]([C:24](=[O:25])[OH:26])([CH3:27])[CH3:28].[CH3:30][N:31]([CH3:32])[CH:33]=[O:34].[ClH:29].[H-:18].[H:20][H:21].[Na+:19].[c:1]1(-[c:7]2[c:8](=[S:17])[nH:9][c:10]3[cH:11][cH:12][cH:13][cH:14][c:15]3[cH:16]2)[cH:2][cH:3][cH:4][cH:5][cH:6]1>>[c:1]1(-[c:7]2[c:8]([S:17][C:23]([C:24](=[O:25])[OH:26])([CH3:27])[CH3:28])[n:9][c:10]3[cH:11][cH:12][cH:13][cH:14][c:15]3[cH:16]2)[cH:2][cH:3][cH:4][cH:5][cH:6]1.